Dataset: the Open Reaction Database (ORD), a public repository of structured organic reaction records. Task: describe an organic reaction: reactants, conditions, products, and yield Reactants: CCOC=O, ClC(Cl)Cl, CN(C)C(=O)Sc1ccc2c(c1)CC(N)C2. Yields the product CN(C)C(=O)Sc1ccc2c(c1)CC(NC=O)C2. Reaction SMILES: [CH:17](=[O:18])[O:19][CH2:20][CH3:21].[Cl:22][CH:23]([Cl:24])[Cl:25].[NH2:1][CH:2]1[CH2:3][c:4]2[cH:5][cH:6][c:7]([S:11][C:12]([N:13]([CH3:14])[CH3:15])=[O:16])[cH:8][c:9]2[CH2:10]1>>[NH:1]([CH:2]1[CH2:3][c:4]2[cH:5][cH:6][c:7]([S:11][C:12]([N:13]([CH3:14])[CH3:15])=[O:16])[cH:8][c:9]2[CH2:10]1)[CH:17]=[O:18]. Reactants: N1C(CCC1)=O (2-pyrrolidinone), C(OC)([O-])=O.[Mg+2].COC([O-])=O (magnesium methyl carbonate), C(C)(C)(C)C=1C=C(C=O)C=C(C1O)C(C)(C)C (3,5-di-tert-butyl-4-hydroxybenzaldehyde), ice, resultant mixture. Run in CN(C)C=O (DMF). Yields the product CC(C)(C)C=1C=C(C=C(C1O)C(C)(C)C)C=C1C(NCC1)=O (3-{[3,5-bis(1,1-dimethylethyl)-4-hydroxyphenyl]methylene}-2-pyrrolidinone). Yield: 21.0%. RXN SMILES: [NH:1]1[CH2:5][CH2:4][CH2:3][C:2]1=[O:6].C(=O)([O-])OC.[Mg+2].COC(=O)[O-].[C:18]([C:22]1[CH:23]=[C:24]([CH:27]=[C:28]([C:31]([CH3:34])([CH3:33])[CH3:32])[C:29]=1[OH:30])[CH:25]=O)([CH3:21])([CH3:20])[CH3:19]>CN(C=O)C>[CH3:21][C:18]([C:22]1[CH:23]=[C:24]([CH:25]=[C:3]2[CH2:4][CH2:5][NH:1][C:2]2=[O:6])[CH:27]=[C:28]([C:31]([CH3:34])([CH3:33])[CH3:32])[C:29]=1[OH:30])([CH3:19])[CH3:20] |f:1.2.3|. Procedure details: Under a nitrogen atmosphere, 1.52 ml of 2-pyrrolidinone was added to a solution of 32 ml of 2M magnesium methyl carbonate in DMF and 5.86 g of 3,5-di-tert-butyl-4-hydroxybenzaldehyde. The resultant mixture was stirred at reflux temperature for six days and then allowed to cool. The cooled reaction mixture was poured into 40 g of ice containing 10 ml concentrated hydrochloric acid and then extracted with chloroform. The chloroform layer was collected, filtered and the filtrate was concentrated. T...